Dataset: the Open Reaction Database (ORD), a public repository of structured organic reaction records. Task: describe an organic reaction: reactants, conditions, products, and yield Starting materials: Cc1cc(N2CCNCC2)c2c(c1)N(Cc1ccccc1)C(=O)CO2, C=O, ClCCl. The product is Cc1cc(N2CCN(C)CC2)c2c(c1)N(Cc1ccccc1)C(=O)CO2. RXN SMILES: [CH2:1]([c:2]1[cH:3][cH:4][cH:5][cH:6][cH:7]1)[N:8]1[C:9](=[O:25])[CH2:10][O:11][c:12]2[c:13]1[cH:14][c:15]([CH3:24])[cH:16][c:17]2[N:18]1[CH2:19][CH2:20][NH:21][CH2:22][CH2:23]1.[CH2:26]=[O:27].[Cl:28][CH2:29][Cl:30]>>[CH2:1]([c:2]1[cH:3][cH:4][cH:5][cH:6][cH:7]1)[N:8]1[C:9](=[O:25])[CH2:10][O:11][c:12]2[c:13]1[cH:14][c:15]([CH3:24])[cH:16][c:17]2[N:18]1[CH2:19][CH2:20][N:21]([CH3:26])[CH2:22][CH2:23]1. Product: CCCCCCCCCCCCCCOc1ccc(NC(=O)Nc2cccc(CO)c2)cc1. As a reaction SMILES: [CH2:1]([CH2:2][CH2:3][CH2:4][CH2:5][CH2:6][CH2:7][CH2:8][CH2:9][CH2:10][CH2:11][CH2:12][CH2:13][CH3:14])[O:15][c:16]1[cH:17][cH:18][c:19]([N:22]=[C:23]=[O:24])[cH:20][cH:21]1.[NH2:25][c:26]1[cH:27][c:28]([CH2:29][OH:30])[cH:31][cH:32][cH:33]1.[O:35]1[CH2:36][CH2:37][CH2:38][CH2:39]1.[OH2:34].[cH:40]1[cH:41][cH:42][n:43][cH:44][cH:45]1>>[CH2:1]([CH2:2][CH2:3][CH2:4][CH2:5][CH2:6][CH2:7][CH2:8][CH2:9][CH2:10][CH2:11][CH2:12][CH2:13][CH3:14])[O:15][c:16]1[cH:17][cH:18][c:19]([NH:22][C:23](=[O:24])[NH:25][c:26]2[cH:27][c:28]([CH2:29][OH:30])[cH:31][cH:32][cH:33]2)[cH:20][cH:21]1. Reactants: CCCCCCCCCCCCCCOc1ccc(N=C=O)cc1, Nc1cccc(CO)c1, C1CCOC1, O, c1ccncc1. Reactants: O (H2O), BrC1=NC(=CC=C1)C (2-bromo-6-methylpyridine), C1CC(=O)N(C1=O)Br (NBS), C(C1=CC=CC=C1)(=O)OOC(C1=CC=CC=C1)=O (benzoyl peroxide). The solvent is C(Cl)(Cl)(Cl)Cl (CCl4). The product is BrC1=NC(=CC=C1)CBr (2-Bromo-6-bromomethyl-pyridine). RXN SMILES: [Br:1][C:2]1[CH:7]=[CH:6][CH:5]=[C:4]([CH3:8])[N:3]=1.C1C(=O)N([Br:16])C(=O)C1.C(OOC(=O)C1C=CC=CC=1)(=O)C1C=CC=CC=1.O>C(Cl)(Cl)(Cl)Cl>[Br:1][C:2]1[CH:7]=[CH:6][CH:5]=[C:4]([CH2:8][Br:16])[N:3]=1. Procedure details: A mixture of 2-bromo-6-methylpyridine (5.7 ml), NBS (8.9 g) and benzoyl peroxide (50 mg) in CCl4 (50 ml) were heated to reflux for 16 h. The reaction was filtered and the solution obtained was used without further purification in the next step. 1H NMR (400 MHz, CDCl3) δ 7.56 (1H, t, J=7.8 Hz), 7.45–7.40 (1H, m), 7.28 (1H, d, J=8.2 Hz), 4.50 (2H, s). b) (6-Bromopyridin-2-ylmethyl)dimethylamine 2-Bromo-6-bromomethyl-pyridine and NHMe2 (10 ml of 2M solution in THF) were reacted at RT for 16 h. The ... As a reaction SMILES: [CH:29]1([n:30]2[c:31]3[n:32][c:33]([CH:34]([N:35]4[CH2:36][CH:37]([OH:38])[CH2:39]4)[CH3:40])[nH:41][c:42](=[O:43])[c:44]3[cH:45][n:46]2)[CH2:47][CH2:48][CH2:49]1.[Cl:1][c:2]1[n:3][c:4]([CH3:9])[cH:5][c:6]([CH3:8])[n:7]1.[OH:10][C:11]([C:12]([F:13])([F:14])[F:15])=[O:16].[OH:17][CH:18]1[CH2:19][N:20]([C:22](=[O:23])[O:24][C:25]([CH3:26])([CH3:27])[CH3:28])[CH2:21]1>>[c:2]1([O:17][CH:18]2[CH2:19][N:20]([C:22](=[O:23])[O:24][C:25]([CH3:26])([CH3:27])[CH3:28])[CH2:21]2)[n:3][c:4]([CH3:9])[cH:5][c:6]([CH3:8])[n:7]1. Starting materials: CC(c1nc2c(cnn2C2CCC2)c(=O)[nH]1)N1CC(O)C1, Cc1cc(C)nc(Cl)n1, O=C(O)C(F)(F)F, CC(C)(C)OC(=O)N1CC(O)C1. Yields the product Cc1cc(C)nc(OC2CN(C(=O)OC(C)(C)C)C2)n1. Starting materials: [Al+3], [N-]=[N+]=NCC(O)COc1cccc(Cl)c1, [H-], [H-], [H-], [H-], [Li+], C1CCOC1, O. Yields the product NCC(O)COc1cccc(Cl)c1. Reaction SMILES: [Al+3:2].[Cl:7][c:8]1[cH:9][c:10]([O:11][CH2:12][CH:13]([CH2:14][N:15]=[N+:16]=[N-:17])[OH:18])[cH:19][cH:20][cH:21]1.[H-:1].[H-:4].[H-:5].[H-:6].[Li+:3].[O:23]1[CH2:24][CH2:25][CH2:26][CH2:27]1.[OH2:22]>>[Cl:7][c:8]1[cH:9][c:10]([O:11][CH2:12][CH:13]([CH2:14][NH2:15])[OH:18])[cH:19][cH:20][cH:21]1. Reactants: C(C)(C)S(=O)(=O)C1=NNC=N1 (3-isopropylsulphonyl-1,2,4-triazole), C(C=C)N(C(=O)Cl)CC=C (diallylcarbamoyl chloride), O1CCCC1 (tetrahydrofuran). The solvent is C(C)N(CC)CC (triethylamine). Yields the product C(C=C)N(C(=O)N1N=C(N=C1)S(=O)(=O)C(C)C)CC=C (1-diallylcarbamoyl-3-isopropylsulphonyl-1,2,4-triazole). As a reaction SMILES: [CH:1]([S:4]([C:7]1[N:11]=[CH:10][NH:9][N:8]=1)(=[O:6])=[O:5])([CH3:3])[CH3:2].[CH2:12]([N:15]([CH2:19][CH:20]=[CH2:21])[C:16](Cl)=[O:17])[CH:13]=[CH2:14].O1CCCC1>C(N(CC)CC)C>[CH2:12]([N:15]([CH2:19][CH:20]=[CH2:21])[C:16]([N:9]1[CH:10]=[N:11][C:7]([S:4]([CH:1]([CH3:3])[CH3:2])(=[O:6])=[O:5])=[N:8]1)=[O:17])[CH:13]=[CH2:14]. Reported procedure: A mixture of 7.0 g. 3-isopropylsulphonyl-1,2,4-triazole, 7.0 ml. diallylcarbamoyl chloride, 25 ml. dry tetrahydrofuran and 8 ml. dry triethylamine was refluxed for 1 hour under anhydrous conditions. The reaction mixture was worked up as described in Example 1 to give 1-diallylcarbamoyl-3-isopropylsulphonyl-1,2,4-triazole as an oil which was heated under reduced pressure (100° C./0.5 mm.) for 1 hour to remove all traces of volatile material. Refractive index of product nD26 1.5158. Elemental anal...